describe an organic reaction: reactants, conditions, products, and yield From a dataset of the Open Reaction Database (ORD), a public repository of structured organic reaction records. Procedure details: In a 10 liter-five-necked flask, 300 g (1.65 mol) of 2-hexanoylthiophene, 582.1 ml of 60% hydrazine hydrate and 5 liter of diethyleneglycol were placed and reacted for 2 hours at 180° C. with distilling-off of excessive water and hydrazine hydrate. The mixture was cooled to 110° C. and 313.7 g of KOH was added thereto, followed by heating again for 2 hours of reaction at 180° C. After the reaction, the reaction mixture was poured into 10 liter of water, extracted two times with 2 liter of isopro... RXN SMILES: [C:1]([C:8]1[S:9][CH:10]=[CH:11][CH:12]=1)(=O)[CH2:2][CH2:3][CH2:4][CH2:5][CH3:6].O.NN.C(O)COCCO.[OH-].[K+]>O>[CH2:1]([C:8]1[S:9][CH:10]=[CH:11][CH:12]=1)[CH2:2][CH2:3][CH2:4][CH2:5][CH3:6] |f:1.2,4.5|. Yield: 82.8%. Reaction conditions: temperature 110 celsius. The solvent is O (water), O (water). The reactants are O.NN (hydrazine hydrate), C(CCCCC)(=O)C=1SC=CC1 (2-hexanoylthiophene), [OH-].[K+] (KOH), O.NN (hydrazine hydrate), C(COCCO)O (diethyleneglycol). Yields the product C(CCCCC)C=1SC=CC1 (2-hexylthiophene). Starting materials: ClC=1C=C(C=CC1Cl)[N+](=O)[O-] (3,4-dichloro-nitrobenzene), O.C(CN)N (ethylene diamine hydrate). Run in ice water. Yields the product [N+](=O)([O-])C1=CC(=C(NCCN)C=C1)Cl (4-nitro-2-chloro-N-(β-aminoethyl) aniline). Yield: 95.1%. Reaction SMILES: [Cl:1][C:2]1[CH:3]=[C:4]([N+:9]([O-:11])=[O:10])[CH:5]=[CH:6][C:7]=1Cl.O.[CH2:13]([NH2:16])[CH2:14][NH2:15]>>[N+:9]([C:4]1[CH:5]=[CH:6][C:7]([NH:15][CH2:14][CH2:13][NH2:16])=[C:2]([Cl:1])[CH:3]=1)([O-:11])=[O:10] |f:1.2|. Reported procedure: 192 g (1mole) of 3,4-dichloro-nitrobenzene is added to 810 cm3 (10 moles) ethylene diamine hydrate. The reaction mixture is heated at reflux for 4 hours and then poured into 2.5 liters of ice water. Drying yields 205 g of 4-nitro-2-chloro-N-(β-aminoethyl) aniline which, after recrystallization in absolute ethanol, melts at 116° C.